This data is from the Open Reaction Database (ORD), a public repository of structured organic reaction records. The task is: describe an organic reaction: reactants, conditions, products, and yield The reactants are C(C1=CC=CC=C1)N(CCC(CC(C)C)O)C (1-(Benzyl-methyl-amino)-5-methyl-hexan-3-ol), C(C)(C)[Mg]Cl (isopropylmagnesium chloride). The product is C(C1=CC=CC=C1)N(CCC(C(C)C)O)C (1-(Benzyl-methyl-amino)-4-methyl-pentan-3-ol). As a reaction SMILES: [CH2:1]([N:8]([CH3:17])[CH2:9][CH2:10][CH:11]([OH:16])[CH2:12][CH:13](C)C)[C:2]1[CH:7]=[CH:6][CH:5]=[CH:4][CH:3]=1.[CH:18]([Mg]Cl)(C)C>>[CH2:1]([N:8]([CH3:17])[CH2:9][CH2:10][CH:11]([OH:16])[CH:12]([CH3:13])[CH3:18])[C:2]1[CH:3]=[CH:4][CH:5]=[CH:6][CH:7]=1. Procedure: Using a method similar to that for 1-(Benzyl-methyl-amino)-5-methyl-hexan-3-ol, isopropylmagnesium chloride affords the title compound: mass spectrum (ion spray) m/z=222.1(M+1); 1H NMR (CDCl3) δ 7.34-7.23 (m, 5H), 6.21 (br s, 1H), 3.63 (d, 1H), 3.51-3.47 (m, 1H), 3.42 (d, 1H), 2.81-2.74 (m, 1H), 2.59-2.54 (m, 1H), 2.19 (s, 3H), 1.72-1.47 (m, 3H), 0.95 (d, 3H), 0.89 (d, 3H). Starting materials: CC(C)(C)OC(=O)c1ccc(C=CC2CCCCC2)cc1Nc1ccc(F)cc1, O=C(O)C(F)(F)F. Product: O=C(O)c1ccc(C=CC2CCCCC2)cc1Nc1ccc(F)cc1. Reaction SMILES: [CH:8]1([CH:14]=[CH:15][c:16]2[cH:17][c:18]([NH:29][c:30]3[cH:31][cH:32][c:33]([F:36])[cH:34][cH:35]3)[c:19]([C:20](=[O:21])[O:22][C:23]([CH3:24])([CH3:25])[CH3:26])[cH:27][cH:28]2)[CH2:9][CH2:10][CH2:11][CH2:12][CH2:13]1.[OH:1][C:2]([C:3]([F:4])([F:5])[F:6])=[O:7]>>[CH:8]1([CH:14]=[CH:15][c:16]2[cH:17][c:18]([NH:29][c:30]3[cH:31][cH:32][c:33]([F:36])[cH:34][cH:35]3)[c:19]([C:20](=[O:21])[OH:22])[cH:27][cH:28]2)[CH2:9][CH2:10][CH2:11][CH2:12][CH2:13]1. Starting materials: [Cu], Ic1ccsc1, [LiH], OCCO. Yields the product OCCOc1ccsc1. As a reaction SMILES: [Cu:12].[I:1][c:2]1[cH:3][s:4][cH:5][cH:6]1.[LiH:7].[OH:8][CH2:9][CH2:10][OH:11]>>[c:2]1([O:8][CH2:9][CH2:10][OH:11])[cH:3][s:4][cH:5][cH:6]1. The reactants are ClC=1SC=C2C1OC1=C(NC2=O)C=CC=C1 (3-chlorothieno[3,4-b][1,5]benzoxazepin-10(9H)-one), P(Cl)(Cl)(Cl)(Cl)Cl (phosphorus pentachloride). The solvent is C1(=CC=CC=C1)C (toluene). The product is ClC=1SC=C2C1OC1=C(N=C2Cl)C=CC=C1 (3,10-dichlorothieno[3,4-b][1,5]benzoxazepine). RXN SMILES: [Cl:1][C:2]1[S:3][CH:4]=[C:5]2[C:11](=O)[NH:10][C:9]3[CH:13]=[CH:14][CH:15]=[CH:16][C:8]=3[O:7][C:6]=12.P(Cl)(Cl)(Cl)(Cl)[Cl:18]>C1(C)C=CC=CC=1>[Cl:1][C:2]1[S:3][CH:4]=[C:5]2[C:11]([Cl:18])=[N:10][C:9]3[CH:13]=[CH:14][CH:15]=[CH:16][C:8]=3[O:7][C:6]=12. Procedure details: A 4.0 g portion of 3-chlorothieno[3,4-b][1,5]benzoxazepin-10(9H)-one (Example 12) and 4.0 g of phosphorus pentachloride in 103 ml of dry toluene is refluxed for 41/2 hours. The reaction mixture is concentrated, then is triturated with toluene to give 3,10-dichlorothieno[3,4-b][1,5]benzoxazepine. A 25 ml amount of dry N-(2-hydroxyethyl)-piperazine and 25 ml of dry toluene is added to the product above and the mixture is heated at 120° C. for 16 hours. The reaction mixture is concentrated to a thi... Reactants: [BH3-]C#N, CO, O=CCCl, Cl, Nc1cccc(C(=O)NCC23CC4CC(CC(C4)C2)C3)c1Cl, [Na+], O. Product: O=C(NCC12CC3CC(CC(C3)C1)C2)c1cccc(NCCCl)c1Cl. As a reaction SMILES: [C:27]([BH3-:28])#[N:29].[CH3:33][OH:34].[Cl:23][CH2:24][CH:25]=[O:26].[ClH:31].[NH2:1][c:2]1[c:3]([Cl:22])[c:4]([C:5](=[O:6])[NH:7][CH2:8][C:9]23[CH2:10][CH:11]4[CH2:12][CH:13]([CH2:14][CH:15]([CH2:16]2)[CH2:17]4)[CH2:18]3)[cH:19][cH:20][cH:21]1.[Na+:30].[OH2:32]>>[NH:1]([c:2]1[c:3]([Cl:22])[c:4]([C:5](=[O:6])[NH:7][CH2:8][C:9]23[CH2:10][CH:11]4[CH2:12][CH:13]([CH2:14][CH:15]([CH2:16]2)[CH2:17]4)[CH2:18]3)[cH:19][cH:20][cH:21]1)[CH2:25][CH2:24][Cl:23]. Reactants: C(N)(=O)C=1OC2=C(C1)C=CC(=C2)OCC2CO2 (2-carbamoyl-6-(2,3-epoxypropoxy)benzofuran), Cl.CC1=C(C=CC=C1)N1CCNCC1 (1-(2-methylphenyl)piperazine hydrochloride). The product is C(N)(=O)C=1OC2=C(C1)C=CC(=C2)OCC(CN2CCN(CC2)C2=C(C=CC=C2)C)O (2-carbamoyl-6-{2-hydroxy-3-[4-(2-methylphenyl)piperazinyl]-propoxy}benzofuran). Reaction SMILES: [C:1]([C:4]1[O:5][C:6]2[CH:12]=[C:11]([O:13][CH2:14][CH:15]3[O:17][CH2:16]3)[CH:10]=[CH:9][C:7]=2[CH:8]=1)(=[O:3])[NH2:2].Cl.[CH3:19][C:20]1[CH:25]=[CH:24][CH:23]=[CH:22][C:21]=1[N:26]1[CH2:31][CH2:30][NH:29][CH2:28][CH2:27]1>>[C:1]([C:4]1[O:5][C:6]2[CH:12]=[C:11]([O:13][CH2:14][CH:15]([OH:17])[CH2:16][N:29]3[CH2:30][CH2:31][N:26]([C:21]4[CH:22]=[CH:23][CH:24]=[CH:25][C:20]=4[CH3:19])[CH2:27][CH2:28]3)[CH:10]=[CH:9][C:7]=2[CH:8]=1)(=[O:3])[NH2:2] |f:1.2|. Procedure details: The procedures of Example 10 were repeated except that 1.2 g (0.005 mole) of 2-carbamoyl-6-(2,3-epoxypropoxy)benzofuran and 1.1 g (0.0055 mole) of 1-(2-methylphenyl)piperazine hydrochloride were employed. The obtained residue was crystallized from ethyl acetate and ether. Reactants: NC1=CC2=C(C(=C(O2)C2CC2)C(=O)O)C=C1Br (6-amino-5-bromo-2-cyclopropylbenzofuran-3-carboxylic acid), CCN=C=NCCCN(C)C (EDCI), C=1C=CC2=C(C1)N=NN2O (HOBT), CN.Cl (MeNH2.HCl). Run in CN(C)C=O (DMF), CCN(CC)CC (Et3N). Reaction conditions: time 2 hour. Yields the product NC1=CC2=C(C(=C(O2)C2CC2)C(=O)NC)C=C1Br (6-amino-5-bromo-2-cyclopropyl-N-methylbenzofuran-3-carboxamide). Isolated yield 714.3%. As a reaction SMILES: [NH2:1][C:2]1[C:16]([Br:17])=[CH:15][C:5]2[C:6]([C:12](O)=[O:13])=[C:7]([CH:9]3[CH2:11][CH2:10]3)[O:8][C:4]=2[CH:3]=1.C[CH2:19][N:20]=C=NCCCN(C)C.C1C=CC2N(O)N=NC=2C=1.CN.Cl>CN(C=O)C.CCN(CC)CC>[NH2:1][C:2]1[C:16]([Br:17])=[CH:15][C:5]2[C:6]([C:12]([NH:20][CH3:19])=[O:13])=[C:7]([CH:9]3[CH2:11][CH2:10]3)[O:8][C:4]=2[CH:3]=1 |f:3.4|. Reported procedure: To a solution of 6-amino-5-bromo-2-cyclopropylbenzofuran-3-carboxylic acid (6.5 g, 22 mmol) in dry DMF (500 mL) were added EDCI (2.98 g, 2.4 mmol) and HOBT (6.33 g, 3.6 mmol). The reaction mixture was stirred at room temperature for 2 h, and then Et3N (20 mL) and MeNH2.HCl (7.3 g, 110 mmol) were added to the reaction mixture. After stirring for another 2 hours, the reaction mixture was concentrated in vacuum and Na2CO3 (a.q., 300 mL) was added to the mixture. The resulting solid was filtered to ... Reactants: compound C, Cl.C1(CCC2=CC=CC=C12)NN (2-indanylhydrazine hydrochloride), COC=1C=C(C=CC1OC)C1=NN(C([C@H]2CCCC[C@@H]12)=O)CCO ((cis)-4-(3,4-Dimethoxyphenyl)-2-(2-hydroxy-1-ethyl)-4a,5,6,7,8,8a-hexahydro-2H-phthalazin-1-one). Product: COC=1C=C(C=CC1OC)C1=NN(C([C@H]2CC=CC[C@@H]12)=O)C1CC2=CC=CC=C2C1 ((cis)-4-(3,4-Dimethoxyphenyl)-2-(2-indanyl)-4a,5,8,8a-tetrahydro-2H-phthalazin-1-one). RXN SMILES: Cl.[CH:2]1(NN)[C:10]2[C:5](=[CH:6][CH:7]=[CH:8][CH:9]=2)[CH2:4][CH2:3]1.[CH3:13][O:14][C:15]1[CH:16]=[C:17]([C:23]2[C@H:32]3[C@H:27]([CH2:28][CH2:29][CH2:30][CH2:31]3)[C:26](=[O:33])[N:25](CCO)[N:24]=2)[CH:18]=[CH:19][C:20]=1[O:21][CH3:22]>>[CH3:13][O:14][C:15]1[CH:16]=[C:17]([C:23]2[C@H:32]3[C@H:27]([CH2:28][CH:29]=[CH:30][CH2:31]3)[C:26](=[O:33])[N:25]([CH:3]3[CH2:2][C:10]4[C:5](=[CH:6][CH:7]=[CH:8][CH:9]=4)[CH2:4]3)[N:24]=2)[CH:18]=[CH:19][C:20]=1[O:21][CH3:22] |f:0.1|. Procedure details: Prepared from compound C and 2-indanylhydrazine hydrochloride as described for compound 35. Crystallized from methanol (2x). M.p. 163°-164° C. Starting materials: N(=O)[O-].[Na+] (NaNO2), N(=O)[O-].[Na+] (NaNO2), C1=NC(=CC2=CC=CC=C12)C(=O)NN (isoquinoline-3-carbohydrazide). Run in O (water), O (water), Cl (HCl), O (water). Run at temperature 2.5 celsius, time 4 hour. The product is C1=NC(=CC2=CC=CC=C12)C(=O)N=[N+]=[N-] (isoquinoline-3-carbonyl azide). Isolated yield 93.7%. Reaction SMILES: [CH:1]1[C:10]2[C:5](=[CH:6][CH:7]=[CH:8][CH:9]=2)[CH:4]=[C:3]([C:11]([NH:13][NH2:14])=[O:12])[N:2]=1.[N:15]([O-])=O.[Na+]>Cl.O>[CH:1]1[C:10]2[C:5](=[CH:6][CH:7]=[CH:8][CH:9]=2)[CH:4]=[C:3]([C:11]([N:13]=[N+:14]=[N-:15])=[O:12])[N:2]=1 |f:1.2|. Reported procedure: To a suspension of isoquinoline-3-carbohydrazide (43 g, 0.23 mol) in aqueous HCl (1 N, 230 mL) and water (1 L) was added a solution of NaNO2 (23.8 g, 0.34 mol) in water (200 mL) dropwise at 0-5° C. The mixture was stirred at 0-5° C. for 4 h. LC-MS indicated the reaction was not completed. Another solution of NaNO2 (11.9 g, 0.115 mol) in water (60 mL) was added and the reaction mixture was stirred at 0-5° C. until LC-MS indicated the completion of the reaction. The precipitate was filtered, washe...